This data is from the Open Reaction Database (ORD), a public repository of structured organic reaction records. The task is: describe an organic reaction: reactants, conditions, products, and yield As a reaction SMILES: [NH:1]([CH2:3][C:4]([O-:6])=[O:5])[CH3:2].[Na+].C(O)(=O)C.[N:12]#[C:13][NH2:14]>CO>[O:5]=[C:4]([CH2:3][N:1]([C:13](=[NH:12])[NH2:14])[CH3:2])[OH:6] |f:0.1|. Product: O=C(O)CN(C)C(N)=N (creatine). Run in CO (methanol). Procedure details: 674.5 g (2.43 moles) of 40% by weight aqueous sodium sarcosinate solution were taken and a pH value of 8.5 adjusted at 70° C. with 99% by weight acetic acid. After the addition of 500 ml methanol, 491.1 g (2.92 moles) of a 25% by weight aqueous cyanamide solution were added thereto with vigorous stirring at reflux temperature in the course of 2 hours. After ending of the addition of the cyanamide solution, the reaction mixture was further stirred for 2 hours under reflux while stirring. After co... Reaction conditions: temperature 15 celsius. Reactants: N(C)CC(=O)[O-].[Na+] (sodium sarcosinate), N#CN (cyanamide), N#CN (cyanamide), C(C)(=O)O (acetic acid). The reactants are NC=1SC2=C(N1)C=CC(=C2)[N+](=O)[O-] (2-amino-6-nitrobenzthiazole), N(=O)[O-].[Na+] (sodium nitrite), Br (HBr). The reagents and catalysts are [Cu]Br (copper (I) bromide). Run in O (water). Conditions: time 30 minute. Yields the product BrC=1SC2=C(N1)C=CC(=C2)[N+](=O)[O-] (2-Bromo-6-nitrobenzthiazole). Yield: 93.0%. Reaction SMILES: N[C:2]1[S:3][C:4]2[CH:10]=[C:9]([N+:11]([O-:13])=[O:12])[CH:8]=[CH:7][C:5]=2[N:6]=1.N([O-])=O.[Na+].[BrH:18]>O.[Cu]Br>[Br:18][C:2]1[S:3][C:4]2[CH:10]=[C:9]([N+:11]([O-:13])=[O:12])[CH:8]=[CH:7][C:5]=2[N:6]=1 |f:1.2|. Procedure: Suspend 2-amino-6-nitrobenzthiazole (20.0 g, 102 mmol) and copper (I) bromide (1.75 g, 12.2 mmol) in 18% HBr (aqueous) (200 mL) and water (180 mL). Slowly add sodium nitrite (61.0 g, 884 mmol). Continue to stir at room temperature for 30 min. Filter and dry on the filter flask overnight, to afford the title compound (24.6 g, 93%). 1H NMR (400 MHz, DMSO-d6): δ 9.19 (d, 1H, J=2.2 Hz), 8.36 (dd, 1H, J=9.0, 2.4 Hz), 8.20 (d, 1H, J=9.2 Hz).